Dataset: the Open Reaction Database (ORD), a public repository of structured organic reaction records. Task: describe an organic reaction: reactants, conditions, products, and yield Reactants: Cc1ccccc1, CCOC(=O)c1cn(C2CC2F)c2c(F)c(F)c(F)c(F)c2c1=O, [H-], [Na+], OCc1ccccc1, O=C(O)CC(O)(CC(=O)O)C(=O)O. Product: CCOC(=O)c1cn(C2CC2F)c2c(F)c(F)c(F)c(OCc3ccccc3)c2c1=O. As a reaction SMILES: [CH3:48][c:49]1[cH:50][cH:51][cH:52][cH:53][cH:54]1.[F:1][c:2]1[c:3]2[c:4](=[O:24])[c:5]([C:19](=[O:20])[O:21][CH2:22][CH3:23])[cH:6][n:7]([CH:15]3[CH:16]([F:18])[CH2:17]3)[c:8]2[c:9]([F:14])[c:10]([F:13])[c:11]1[F:12].[H-:33].[Na+:34].[OH:25][CH2:26][c:27]1[cH:28][cH:29][cH:30][cH:31][cH:32]1.[OH:35][C:36]([CH2:37][C:38]([C:39](=[O:40])[OH:41])([CH2:42][C:43](=[O:44])[OH:45])[OH:46])=[O:47]>>[c:2]1([O:25][CH2:26][c:27]2[cH:28][cH:29][cH:30][cH:31][cH:32]2)[c:3]2[c:4](=[O:24])[c:5]([C:19](=[O:20])[O:21][CH2:22][CH3:23])[cH:6][n:7]([CH:15]3[CH:16]([F:18])[CH2:17]3)[c:8]2[c:9]([F:14])[c:10]([F:13])[c:11]1[F:12]. Starting materials: COC(COC1=CC(=CC=C1)NC=1C2=C(N=CN1)OC(=C2C2=CC=CC=C2)C2=CC=C(C=C2)Br)=O (3-{[6-(4-bromophenyl)-5-phenylfuro[2,3-d]pyrimidin-4-yl]amino}phenoxyacetic acid methyl ester). The reagents and catalysts are [Pd] (palladium on activated carbon). The solvent is ClCCl (dichloromethane), C1CCOC1 (THF). Run at time 3 hour. Yields the product COC(COC1=CC(=CC=C1)NC=1C2=C(N=CN1)OC(=C2C2=CC=CC=C2)C2=CC=CC=C2)=O (3-[(5,6-Diphenylfuro[2,3-d]pyrimidin-4-yl)amino]phenoxyacetic acid methyl ester). RXN SMILES: [CH3:1][O:2][C:3](=[O:35])[CH2:4][O:5][C:6]1[CH:11]=[CH:10][CH:9]=[C:8]([NH:12][C:13]2[C:14]3[C:21]([C:22]4[CH:27]=[CH:26][CH:25]=[CH:24][CH:23]=4)=[C:20]([C:28]4[CH:33]=[CH:32][C:31](Br)=[CH:30][CH:29]=4)[O:19][C:15]=3[N:16]=[CH:17][N:18]=2)[CH:7]=1>ClCCl.C1COCC1.[Pd]>[CH3:1][O:2][C:3](=[O:35])[CH2:4][O:5][C:6]1[CH:11]=[CH:10][CH:9]=[C:8]([NH:12][C:13]2[C:14]3[C:21]([C:22]4[CH:27]=[CH:26][CH:25]=[CH:24][CH:23]=4)=[C:20]([C:28]4[CH:33]=[CH:32][CH:31]=[CH:30][CH:29]=4)[O:19][C:15]=3[N:16]=[CH:17][N:18]=2)[CH:7]=1. Reported procedure: Dissolve 200 mg (0.377 mmol) of 3-{[6-(4-bromophenyl)-5-phenylfuro[2,3-d]pyrimidin-4-yl]amino}phenoxyacetic acid methyl ester in 5 ml of dichloromethane and 2 ml of THF and, under argon, add 40 mg of 10% palladium on activated carbon. Stir the mixture under a hydrogen atmosphere of 3 bar gauge at RT for 3 h, before filtering off the catalyst. Wash the catalyst residue with dichloromethane and methanol, concentrate the combined filtrates under reduced pressure and chromatograph the residue on sil...